This data is from the Open Reaction Database (ORD), a public repository of structured organic reaction records. The task is: describe an organic reaction: reactants, conditions, products, and yield Starting materials: ClC=1C=C(C=CC1)N1N(C=C(C1=O)C1=CC(=CC=C1)Cl)CC (1,4-Bis-(3-chlorophenyl)-2-ethyl-3-pyrazolin-5-one), Cl.FC(C=1C=C(C=CC1)NN)(F)F (3-(trifluoromethyl)phenylhydrazine hydrochloride). Run in CO (methanol). Yields the product ClC=1C=C(C=CC1)C1=CNN(C1=O)C=1C=C(C=CC1)C(F)(F)F (4-(3-chlorophenyl)-1-(α,α,α-trifluoro-3-tolyl)-3-pyrazolin-5-one). Yield: 37.7%. As a reaction SMILES: Cl[C:2]1[CH:3]=[C:4]([N:8]2[C:12](=[O:13])[C:11]([C:14]3[CH:19]=[CH:18][CH:17]=[C:16]([Cl:20])[CH:15]=3)=[CH:10][N:9]2CC)[CH:5]=[CH:6][CH:7]=1.Cl.[F:24][C:25]([F:35])([F:34])C1C=C(NN)C=CC=1>CO>[Cl:20][C:16]1[CH:15]=[C:14]([C:11]2[C:12](=[O:13])[N:8]([C:4]3[CH:3]=[C:2]([C:25]([F:35])([F:34])[F:24])[CH:7]=[CH:6][CH:5]=3)[NH:9][CH:10]=2)[CH:19]=[CH:18][CH:17]=1 |f:1.2|. Reported procedure: A mixture of 12 grams of the 3-chloroatropic acid, methyl ester (prepared in Example 9 above), 13 grams 3-(trifluoromethyl)phenylhydrazine hydrochloride and 100 ml. methanol was refluxed overnight to yield 4.6 grams of 4-(3-chlorophenyl)-1-(α,α,α-trifluoro-3-tolyl)-3-pyrazolin-5-one, m.p. 190°-192° C. Starting materials: C=CCBr, C1CCOC1, [H-], [H][H], [Na+], c1ccc(P(c2ccccc2)c2cccc(-c3cc[nH]n3)c2)cc1. The product is C=CCn1ccc(-c2cccc(P(c3ccccc3)c3ccccc3)c2)n1. RXN SMILES: [CH2:29]([CH:30]=[CH2:31])[Br:32].[CH2:33]1[O:34][CH2:35][CH2:36][CH2:37]1.[H-:26].[H:27][H:28].[Na+:25].[nH:1]1[n:2][c:3](-[c:6]2[cH:7][c:8]([P:12]([c:13]3[cH:14][cH:15][cH:16][cH:17][cH:18]3)[c:19]3[cH:20][cH:21][cH:22][cH:23][cH:24]3)[cH:9][cH:10][cH:11]2)[cH:4][cH:5]1>>[n:1]1([CH2:31][CH:30]=[CH2:29])[n:2][c:3](-[c:6]2[cH:7][c:8]([P:12]([c:13]3[cH:14][cH:15][cH:16][cH:17][cH:18]3)[c:19]3[cH:20][cH:21][cH:22][cH:23][cH:24]3)[cH:9][cH:10][cH:11]2)[cH:4][cH:5]1. Starting materials: C(C)(C)(C)OC(\C=C\C1=CN(C=C1)S(=O)(=O)C1=CC(=CC=C1)Br)=O ((E)-3-[1-(3-bromo-benzenesulfonyl)-1H-pyrrol-3-yl]-acrylic acid tert-butyl ester), C(=O)(C(F)(F)F)O (TFA). The solvent is ClCCl (dichloromethane). Conditions: time 24 hour. Product: BrC=1C=C(C=CC1)S(=O)(=O)N1C=C(C=C1)/C=C/C(=O)O ((E)-3-[1-(3-Bromo-benzenesulfonyl)-1H-pyrrol-3-yl]-acrylic acid). Isolated yield 44.6%. Reaction SMILES: C([O:5][C:6](=[O:24])/[CH:7]=[CH:8]/[C:9]1[CH:13]=[CH:12][N:11]([S:14]([C:17]2[CH:22]=[CH:21][CH:20]=[C:19]([Br:23])[CH:18]=2)(=[O:16])=[O:15])[CH:10]=1)(C)(C)C.C(O)(C(F)(F)F)=O>ClCCl>[Br:23][C:19]1[CH:18]=[C:17]([S:14]([N:11]2[CH:12]=[CH:13][C:9](/[CH:8]=[CH:7]/[C:6]([OH:24])=[O:5])=[CH:10]2)(=[O:15])=[O:16])[CH:22]=[CH:21][CH:20]=1. Procedure: A mixture of 2.0 g (E)-3-[1-(3-bromo-benzenesulfonyl)-1H-pyrrol-3-yl]-acrylic acid tert-butyl ester with 60 ml dichloromethane and 6.0 ml TFA is stirred at ambient temperature for 24 h. The dichloromethane and TFA is evaporated and the residue is coevaporated with toluene for a few times. By this method 0.77 g brown solid is obtained. Reactants: CP(C(OCC)OCC)=O (methyl(diethoxymethyl)phosphine oxide), CI (methyl iodide). The product is CP(C(OCC)OCC)(C)=O (dimethyl(diethoxymethyl)phosphine oxide). RXN SMILES: [CH3:1][PH:2](=[O:10])[CH:3]([O:7][CH2:8][CH3:9])[O:4][CH2:5][CH3:6].[CH3:11]I>>[CH3:1][P:2](=[O:10])([CH3:11])[CH:3]([O:7][CH2:8][CH3:9])[O:4][CH2:5][CH3:6]. Procedure: Following a procedure analogous to that of Example 12, but using methyl(diethoxymethyl)phosphine oxide instead of tert-butyl(diethoxymethyl)phosphine oxide and using methyl iodide instead of benzyl bromide, there is obtained dimethyl(diethoxymethyl)phosphine oxide. Reactants: O=C([O-])[O-], ClCCl, Cl, [K+], [K+], CC(C)(C)OC(=O)N1CCC(CN)CC1, O, O=C(Cl)c1cccnc1. Yields the product CC(C)(C)OC(=O)N1CCC(CNC(=O)c2cccnc2)CC1. RXN SMILES: [C:26](=[O:27])([O-:28])[O-:29].[Cl:33][CH2:34][Cl:35].[ClH:1].[K+:30].[K+:31].[NH2:11][CH2:12][CH:13]1[CH2:14][CH2:15][N:16]([C:19](=[O:20])[O:21][C:22]([CH3:23])([CH3:24])[CH3:25])[CH2:17][CH2:18]1.[OH2:32].[n:2]1[cH:3][c:4]([C:8](=[O:9])[Cl:10])[cH:5][cH:6][cH:7]1>>[n:2]1[cH:3][c:4]([C:8](=[O:9])[NH:11][CH2:12][CH:13]2[CH2:14][CH2:15][N:16]([C:19](=[O:20])[O:21][C:22]([CH3:23])([CH3:24])[CH3:25])[CH2:17][CH2:18]2)[cH:5][cH:6][cH:7]1.